This data is from the Open Reaction Database (ORD), a public repository of structured organic reaction records. The task is: describe an organic reaction: reactants, conditions, products, and yield The reactants are C(C1=CC=CC=C1)OC1=C(C=O)C=CC(=C1)C(C)C (2-benzyloxy-4-isopropylbenzaldehyde), C(C)(=O)[O-].[NH4+] (ammonium acetate), [N+](=O)([O-])C (nitromethane). Conditions: temperature 100 celsius, time 3 hour. Product: C(C1=CC=CC=C1)OC1=C(C=CC(=C1)C(C)C)C=C[N+](=O)[O-] (2-benzyloxy-4-isopropyl-1-(2-nitrovinyl)benzene). Reaction SMILES: [CH2:1]([O:8][C:9]1[CH:16]=[C:15]([CH:17]([CH3:19])[CH3:18])[CH:14]=[CH:13][C:10]=1[CH:11]=O)[C:2]1[CH:7]=[CH:6][CH:5]=[CH:4][CH:3]=1.C([O-])(=O)C.[NH4+].[N+:25]([CH3:28])([O-:27])=[O:26]>>[CH2:1]([O:8][C:9]1[CH:16]=[C:15]([CH:17]([CH3:19])[CH3:18])[CH:14]=[CH:13][C:10]=1[CH:11]=[CH:28][N+:25]([O-:27])=[O:26])[C:2]1[CH:7]=[CH:6][CH:5]=[CH:4][CH:3]=1 |f:1.2|. Reported procedure: To 100 mL of nitromethane were added 10.44 g of 2-benzyloxy-4-isopropylbenzaldehyde and 4.71 g of ammonium acetate. After being stirred at external 100° C. for 3 hours, the reaction mixture was concentrated under reduced pressure. The obtained residue was dissolved in ethyl acetate, and the organic layer was washed successively with 1 mol/L hydrochloric acid, and saturated aqueous sodium bicarbonate solution, and dried over anhydrous magnesium sulfate. The solvent was removed under reduced press...